From a dataset of the Open Reaction Database (ORD), a public repository of structured organic reaction records. describe an organic reaction: reactants, conditions, products, and yield The reactants are N1(C=CC=C1)C1=C(SC=C1)C(=O)O (3-(1-pyrrolyl)-2-thienylcarboxylic acid), N1(C=CC=C1)C=1SC=CC1C(=O)O (2-(1-pyrrolyl)-3-thienylcarboxylic acid), thieno[2,3-b]pyrrolizin-4-one, amide, Heterocycles, triheterocyclic substrates thieno[2,3-b]pyrrolizine, P(=O)(Cl)(Cl)Cl (phosphoryl chloride). Procedure: The triheterocyclic substrates thieno[2,3-b]pyrrolizine and thieno[2,3-b]pyrrolizin-4-one; thieno[3,2-b]pyrrolizine and thieno[3,2-b]pyrrolizin-4-one are prepared exactly according to Rault et al., Heterocycles, 20 (1983) 477. The process involves the cyclization in boiling phosphoryl chloride of amide derivatives of 2-(1-pyrrolyl)-3-thienylcarboxylic acid and 3-(1-pyrrolyl)-2-thienylcarboxylic acid to yield thieno[2,3-b]pyrrolizin-4-one and thieno[3,2-b]pyrrolizin-4-one respectively. These keto... Product: S1C=CC=2CC3=CC=CN3C21 (thieno[3,2-b]pyrrolizine), thieno[2,3-b]pyrrolizin-4-one, S1C=CC=2C(C3=CC=CN3C21)=O (thieno[3,2-b]pyrrolizin-4-one). Reaction SMILES: P(Cl)(Cl)(Cl)=O.[N:6]1([C:11]2[S:12][CH:13]=[CH:14][C:15]=2[C:16]([OH:18])=O)[CH:10]=[CH:9][CH:8]=[CH:7]1.N1(C2C=CSC=2C(O)=O)C=CC=C1>>[S:12]1[C:11]2[N:6]3[C:10](=[CH:9][CH:8]=[CH:7]3)[CH2:16][C:15]=2[CH:14]=[CH:13]1.[S:12]1[C:11]2[N:6]3[C:7](=[CH:8][CH:9]=[CH:10]3)[C:16](=[O:18])[C:15]=2[CH:14]=[CH:13]1.